describe an organic reaction: reactants, conditions, products, and yield From a dataset of the Open Reaction Database (ORD), a public repository of structured organic reaction records. Reactants: C([O-])([O-])=O.[K+].[K+] (potassium carbonate), C(CCCCC)I (n-hexyliodide), CN(C=O)C (dimethylformamide), O1[C@H]2C[C@H]3[C@@H]([C@@H](OC=C3C(=O)O)OC(NC)=O)[C@]21C ((1S,4aS,6S,7R,7aR)-6,7-epoxy-1,4a,5,6,7,7a-hexahydro-7-methyl-1-(methylcarbamoyloxy) cyclopenta [c]-pyrane-4-carboxylic acid). The solvent is CCCCCC.C(C)(=O)OCC (hexane ethyl acetate). Run at temperature 70 celsius, time 1 hour. Yields the product C(CCCCC)OC(=O)C=1[C@@H]2[C@@H]([C@@H](OC1)OC(NC)=O)[C@@]1([C@H](C2)O1)C ((1S,4aS,6S,7R,7aR)-6,7-epoxy-1,4a,5,6,7,7a-hexahydro-7-methyl-1-(methylcarbamoyloxy) cyclopenta [c]-pyrane-4-carboxylic acid n-hexylester). The yield is 80.0%. RXN SMILES: C(=O)([O-])[O-].[K+].[K+].[CH2:7](I)[CH2:8][CH2:9][CH2:10][CH2:11][CH3:12].CN(C)C=O.[O:19]1[C@@:36]2([CH3:37])[C@@H:20]1[CH2:21][C@@H:22]1[C:27]([C:28]([OH:30])=[O:29])=[CH:26][O:25][C@@H:24]([O:31][C:32](=[O:35])[NH:33][CH3:34])[C@H:23]12>CCCCCC.C(OCC)(=O)C>[CH2:7]([O:30][C:28]([C:27]1[C@H:22]2[CH2:21][C@@H:20]3[O:19][C@:36]3([CH3:37])[C@@H:23]2[C@H:24]([O:31][C:32](=[O:35])[NH:33][CH3:34])[O:25][CH:26]=1)=[O:29])[CH2:8][CH2:9][CH2:10][CH2:11][CH3:12] |f:0.1.2,6.7|. Procedure: 124 mg of potassium carbonate and 0.10 ml of n-hexyliodide were added to a dimethylformamide solution containing 200 mg of (1S,4aS,6S,7R,7aR)-6,7-epoxy-1,4a,5,6,7,7a-hexahydro-7-methyl-1-(methylcarbamoyloxy) cyclopenta [c]-pyrane-4-carboxylic acid described in Example 1 followed by heating and stirring for 1 hour at 70° C. The reaction mixture was then extracted with ethyl acetate. After washing the organic phase with dilute hydrochloric acid, saturated aqueous sodium bicarbonate and brine, it w... The product is C(N)(=O)C1=C(N=C(C(=N1)C1=CC=C(C=C1)C1=C(C=C(C=C1)CC(=O)N1CCC(CC1)C(=O)O)Cl)C)C (1-(2-(4′-(6-carbamoyl-3,5-dimethylpyrazin-2-yl)-2-chlorobiphenyl-4-yl)acetyl)piperidine-4-carboxylic acid). Procedure: Potassium hydroxide (91 mg, 1.63 mmol) was added in one portion to ethyl 1-(2-(4′-(6-carbamoyl-3,5-dimethylpyrazin-2-yl)-2-chlorobiphenyl-4-yl)acetyl)piperidine-4-carboxylate (Intermediate 19-1; 290.7 mg, 0.54 mmol) in t-BuOH (3505 μL) at RT. The resulting solution was stirred at 45° C. for 5 hours a precipitate formed. The reaction mixture was quenched with 2M HCl (5 mL), The reaction mixture was evaporated to dryness and redissolved in water (10 mL), and filtered through nylon, washed with wat... Solvent: CC(C)(C)O (t-BuOH). The reactants are [OH-].[K+] (Potassium hydroxide), C(N)(=O)C1=C(N=C(C(=N1)C1=CC=C(C=C1)C1=C(C=C(C=C1)CC(=O)N1CCC(CC1)C(=O)OCC)Cl)C)C (ethyl 1-(2-(4′-(6-carbamoyl-3,5-dimethylpyrazin-2-yl)-2-chlorobiphenyl-4-yl)acetyl)piperidine-4-carboxylate), C(N)(=O)C1=C(N=C(C(=N1)C1=CC=C(C=C1)C1=C(C=C(C=C1)CC(=O)N1CCC(CC1)C(=O)OCC)Cl)C)C (ethyl 1-(2-(4′-(6-carbamoyl-3,5-dimethylpyrazin-2-yl)-2-chlorobiphenyl-4-yl)acetyl)piperidine-4-carboxylate). Conditions: temperature 45 celsius, time 5 hour. Reaction SMILES: [OH-].[K+].[C:3]([C:6]1[N:11]=[C:10]([C:12]2[CH:17]=[CH:16][C:15]([C:18]3[CH:23]=[CH:22][C:21]([CH2:24][C:25]([N:27]4[CH2:32][CH2:31][CH:30]([C:33]([O:35]CC)=[O:34])[CH2:29][CH2:28]4)=[O:26])=[CH:20][C:19]=3[Cl:38])=[CH:14][CH:13]=2)[C:9]([CH3:39])=[N:8][C:7]=1[CH3:40])(=[O:5])[NH2:4]>CC(O)(C)C>[C:3]([C:6]1[N:11]=[C:10]([C:12]2[CH:13]=[CH:14][C:15]([C:18]3[CH:23]=[CH:22][C:21]([CH2:24][C:25]([N:27]4[CH2:28][CH2:29][CH:30]([C:33]([OH:35])=[O:34])[CH2:31][CH2:32]4)=[O:26])=[CH:20][C:19]=3[Cl:38])=[CH:16][CH:17]=2)[C:9]([CH3:39])=[N:8][C:7]=1[CH3:40])(=[O:5])[NH2:4] |f:0.1|. The yield is 21.8%. The reactants are BrC=1N=C2C(=NC1)NC=C2C(=O)C2(CCCCC2)C ((2-bromo-5H-pyrrolo[2,3-b]pyrazin-7-yl)-(1-methyl-cyclohexyl)-methanone), S1C(=CC=C1)B(O)O (thiophene-2-boronic acid). Yields the product CC1(CCCCC1)C(=O)C1=CNC2=NC=C(N=C21)C=2SC=CC2 ((1-Methyl-cyclohexyl)-(2-thiophen-2-yl-5H-pyrrolo[2,3-b]pyrazin-7-yl)-methanone). RXN SMILES: Br[C:2]1[N:3]=[C:4]2[C:10]([C:11]([C:13]3([CH3:19])[CH2:18][CH2:17][CH2:16][CH2:15][CH2:14]3)=[O:12])=[CH:9][NH:8][C:5]2=[N:6][CH:7]=1.[S:20]1[CH:24]=[CH:23][CH:22]=[C:21]1B(O)O>>[CH3:19][C:13]1([C:11]([C:10]2[C:4]3[C:5](=[N:6][CH:7]=[C:2]([C:21]4[S:20][CH:24]=[CH:23][CH:22]=4)[N:3]=3)[NH:8][CH:9]=2)=[O:12])[CH2:18][CH2:17][CH2:16][CH2:15][CH2:14]1. Reported procedure: (1-Methyl-cyclohexyl)-(2-thiophen-2-yl-5H-pyrrolo[2,3-b]pyrazin-7-yl)-methanone was prepared starting from (2-bromo-5H-pyrrolo[2,3-b]pyrazin-7-yl)-(1-methyl-cyclohexyl)-methanone and thiophene-2-boronic acid following general procedures described in these Examples. MP 224-225° C., M+H=326. Reaction conditions: time 4 hour. Starting materials: C(C)OC(=O)C=1C=NC2=CC(=CC=C2C1)NC(=O)C=1C(=CC=CC1)C1=CC=C(C=C1)C(F)(F)F (7-[(4′-trifluoromethyl-biphenyl-2-carbonyl)-amino]-quinoline-3-carboxylic acid ethyl ester), [OH-].[Na+] (NaOH). Procedure: To a solution of 7-[(4′-trifluoromethyl-biphenyl-2-carbonyl)-amino]-quinoline-3-carboxylic acid ethyl ester (8.45 g, 18.2 mmol, 1 equiv) in MeOH (85 mL) and THF (85 mL) was added 1 N NaOH (91 mL, 91 mmol, 5 equiv). The solution was stirred at room temperature for 4 hours. The organic layer was removed in vacuo and the aqueous layer was washed with EtOAc (100 mL). The aqueous layer was then acidified to a pH of about 4 with concentrated HCl and a precipitate formed. The mixture was stirred for 48... Isolated yield 56.7%. Run in CO (MeOH), C1CCOC1 (THF). Product: FC(C1=CC=C(C=C1)C=1C(=CC=CC1)C(=O)NC1=CC=C2C=C(C=NC2=C1)C(=O)O)(F)F (7-[(4′-trifluoromethyl-biphenyl-2-carbonyl)-amino]-quinoline-3-carboxylic acid). As a reaction SMILES: C([O:3][C:4]([C:6]1[CH:7]=[N:8][C:9]2[C:14]([CH:15]=1)=[CH:13][CH:12]=[C:11]([NH:16][C:17]([C:19]1[C:20]([C:25]3[CH:30]=[CH:29][C:28]([C:31]([F:34])([F:33])[F:32])=[CH:27][CH:26]=3)=[CH:21][CH:22]=[CH:23][CH:24]=1)=[O:18])[CH:10]=2)=[O:5])C.[OH-].[Na+]>CO.C1COCC1>[F:34][C:31]([F:32])([F:33])[C:28]1[CH:27]=[CH:26][C:25]([C:20]2[C:19]([C:17]([NH:16][C:11]3[CH:10]=[C:9]4[C:14]([CH:15]=[C:6]([C:4]([OH:5])=[O:3])[CH:7]=[N:8]4)=[CH:13][CH:12]=3)=[O:18])=[CH:24][CH:23]=[CH:22][CH:21]=2)=[CH:30][CH:29]=1 |f:1.2|. Reactants: C(C)(N)=NO (Acetamide oxime), CN1[C@H]2CC[C@@H]1C(=CC2)C(=O)OC (Anhydroecgonine methyl ester). Run in C1CCOC1 (THF). Conditions: temperature 60 celsius. The product is CC1=NOC(=N1)C=1C2CCC(CC1)N2C (2-[3-Methyl-1,2,4-oxadiazol-5-yl]-8-methyl-8-azabicyclo[3.2.1]oct-2-ene). RXN SMILES: [C:1](=[N:4][OH:5])([NH2:3])[CH3:2].[CH3:6][N:7]1[C@H:11]2[C:12]([C:15](OC)=O)=[CH:13][CH2:14][C@@H:8]1[CH2:9][CH2:10]2>C1COCC1>[CH3:2][C:1]1[N:3]=[C:15]([C:12]2[CH:11]3[N:7]([CH3:6])[CH:8]([CH2:14][CH:13]=2)[CH2:9][CH2:10]3)[O:5][N:4]=1. Procedure details: Acetamide oxime (500 mg, 6.75 mmol) suspended in THF (50 mL) under nitrogen was heated at 60° C. with Nail (132 mg, 5.5 mmol in oil dispersion) for 1 h. Anhydroecgonine methyl ester (2.76 mmol) and 4 A· molecular sieves (2 g) were added and the reaction mixture heated under reflux for 3 h, After cooling, the reaction mixture was filtered and the solvent removed in vacuo. The residue was chromatographed on a silica gel column eluting with CHCl3 --CH3OH (95:5) to give the free base. The reactants are BrC1=C(N=CN1)C1=NC=CC(=C1)C#N (2-(5-bromo-1H-imidazol-4-yl)pyridine-4-carbonitrile), ClC1=C(C=C(C=C1)B(O)O)F (4-chloro-3-fluorophenylboronic acid). Product: ClC1=C(C=C(C=C1)C1=C(N=CN1)C1=NC=CC(=C1)C#N)F (2-[5-(4-chloro-3-fluorophenyl)-1H-imidazol-4-yl]pyridine-4-carbonitrile). As a reaction SMILES: Br[C:2]1[NH:6][CH:5]=[N:4][C:3]=1[C:7]1[CH:12]=[C:11]([C:13]#[N:14])[CH:10]=[CH:9][N:8]=1.[Cl:15][C:16]1[CH:21]=[CH:20][C:19](B(O)O)=[CH:18][C:17]=1[F:25]>>[Cl:15][C:16]1[CH:21]=[CH:20][C:19]([C:2]2[NH:6][CH:5]=[N:4][C:3]=2[C:7]2[CH:12]=[C:11]([C:13]#[N:14])[CH:10]=[CH:9][N:8]=2)=[CH:18][C:17]=1[F:25]. Procedure: The title compound was prepared from 2-(5-bromo-1H-imidazol-4-yl)pyridine-4-carbonitrile and 4-chloro-3-fluorophenylboronic acid according to the procedure for the preparation of Example 3, part A. [M+H] Calc'd for C15H8ClFN4, 300. Found, 299, 301. Starting materials: oily suspension, [H-].[Na+] (sodium hydride), CC(CCC(CC(=O)OCC)=O)=C (ethyl 6-methyl-3-oxo-6-heptenoate), ClC1N(C(C2=CC=CC=C12)=O)C1=NC2=NC(=CC=C2C=C1)Cl (3-chloro-2-(7-chloro-1,8-naphthyridin-2-yl)-1-isoindolinone), Cl (hydrochloric acid). Yields the product ClC1=CC=C2C=CC(=NC2=N1)N1C(C2=CC=CC=C2C1=O)C(C(=O)OCC)C(CCC(=C)C)=O (ethyl 2-[2-(7-chloro-1,8-naphthyridin-2-yl)-3-oxo-1-isoindolinyl]-6-methyl-3-oxo-6-heptenoate). Reaction conditions: time 30 minute. Reaction SMILES: [H-].[Na+].[CH3:3][C:4](=[CH2:15])[CH2:5][CH2:6][C:7](=[O:14])[CH2:8][C:9]([O:11][CH2:12][CH3:13])=[O:10].Cl[CH:17]1[C:25]2[C:20](=[CH:21][CH:22]=[CH:23][CH:24]=2)[C:19](=[O:26])[N:18]1[C:27]1[CH:36]=[CH:35][C:34]2[C:29](=[N:30][C:31]([Cl:37])=[CH:32][CH:33]=2)[N:28]=1.Cl>CN(C)C=O.O>[Cl:37][C:31]1[N:30]=[C:29]2[C:34]([CH:35]=[CH:36][C:27]([N:18]3[C:19](=[O:26])[C:20]4[C:25](=[CH:24][CH:23]=[CH:22][CH:21]=4)[CH:17]3[CH:8]([C:7](=[O:14])[CH2:6][CH2:5][C:4]([CH3:3])=[CH2:15])[C:9]([O:11][CH2:12][CH3:13])=[O:10])=[N:28]2)=[CH:33][CH:32]=1 |f:0.1|. Solvent: CN(C=O)C (dimethylformamide), O (water), CN(C=O)C (dimethyiformamide). Yield: 56.0%. Procedure details: 1.7 g of an oily suspension (50% by weight) of sodium hydride are added to 100 cm3 of anhydrous dimethylformamide, under an argon atmosphere, at a temperature of about 10° C. 9.8 g of ethyl 6-methyl-3-oxo-6-heptenoate in 25 cm3 of anhydrous dimethyiformamide are subsequently added. The suspension is stirred for 30 minutes and the temperature is allowed to return to about 20° C. followed by the addition of 11.6 g of 3-chloro-2-(7-chloro-1,8-naphthyridin-2-yl)-1-isoindolinone. The reaction mixture...